From a dataset of the Open Reaction Database (ORD), a public repository of structured organic reaction records. describe an organic reaction: reactants, conditions, products, and yield Starting materials: C1=CC=CC=2C3=CC=CC=C3C(C12)COC(N[C@@H](CSC[C@@H](COC(CCCCCCC)=O)OC(CCCCCCC)=O)C(=O)O)=O ((5R,9R)-1-(9H-fluoren-9-yl)-9-(octanoyloxy)-3,12-dioxo-2,11-dioxa-7-thia-4-azanonadecane-5-carboxylic acid), NCCOCCOCCOCCP(OCC)(OCC)=O (diethyl 2-(2-(2-(2-aminoethoxy)ethoxy)ethoxy)ethylphosphonate). The product is N[C@H](C(NCCOCCOCCOCCP(O)(O)=O)=O)CSC[C@@H](COC(CCCCCCC)=O)OC(CCCCCCC)=O ((14R,18R)-14-amino-18-(octanoyloxy)-13,21-dioxo-3,6,9,20-tetraoxa-16-thia-12-azaoctacosylphosphonic acid). RXN SMILES: C1C2C(COC(=O)[NH:17][C@H:18]([C:44]([OH:46])=O)[CH2:19][S:20][CH2:21][C@H:22]([O:34][C:35](=[O:43])[CH2:36][CH2:37][CH2:38][CH2:39][CH2:40][CH2:41][CH3:42])[CH2:23][O:24][C:25](=[O:33])[CH2:26][CH2:27][CH2:28][CH2:29][CH2:30][CH2:31][CH3:32])C3C(=CC=CC=3)C=2C=CC=1.[NH2:48][CH2:49][CH2:50][O:51][CH2:52][CH2:53][O:54][CH2:55][CH2:56][O:57][CH2:58][CH2:59][P:60](=[O:67])([O:64]CC)[O:61]CC>>[NH2:17][C@@H:18]([CH2:19][S:20][CH2:21][C@H:22]([O:34][C:35](=[O:43])[CH2:36][CH2:37][CH2:38][CH2:39][CH2:40][CH2:41][CH3:42])[CH2:23][O:24][C:25](=[O:33])[CH2:26][CH2:27][CH2:28][CH2:29][CH2:30][CH2:31][CH3:32])[C:44](=[O:46])[NH:48][CH2:49][CH2:50][O:51][CH2:52][CH2:53][O:54][CH2:55][CH2:56][O:57][CH2:58][CH2:59][P:60](=[O:61])([OH:67])[OH:64]. Reported procedure: The title product was prepared from (5R,9R)-1-(9H-fluoren-9-yl)-9-(octanoyloxy)-3,12-dioxo-2,11-dioxa-7-thia-4-azanonadecane-5-carboxylic acid (1 eq) and diethyl 2-(2-(2-(2-aminoethoxy)ethoxy)ethoxy)ethylphosphonate (1.3 eq, from example 18, step 4) by following the procedure described for example 20, step 6-8. 1H NMR (DMSO-d6): δ 8.18 (t, 1H), 5.04-5.11 (m, 1H), 4.27 (dd, 1H), 4.10 (dd, 1H), 3.46-3.56 (m, 8H), 3.38-3.56 (m, 4H), 3.27-3.36 (m, 1H), 3.18-3.25 (m, 2H), 2.74-2.83 (m, 2H), 2.68 (dd,... Starting materials: aqueous solution, Cl (hydrochloric acid), resultant mixture, C(O)([O-])=O.[Na+] (sodium hydrogen carbonate), FC(C(C(F)(F)F)(OCOC)C1=CC(=C(OC=2C=C(C(=O)OC)C(=CN2)I)C=C1)CCC)(F)F (methyl 2-(4-(1,1,1,3,3,3-hexafluoro-2-(methoxymethoxy)propan-2-yl)-2-propylphenoxy)-5-iodoisonicotinate), aqueous solution, [OH-].[Na+] (sodium hydroxide). Solvent: CO (methanol). Yields the product FC(C(C(F)(F)F)(OCOC)C1=CC(=C(OC=2C=C(C(=O)O)C(=CN2)I)C=C1)CCC)(F)F (2-(4-(1,1,1,3,3,3-hexafluoro-2-(methoxymethoxy)propan-2-yl)-2-propylphenoxy)-5-iodoisonicotinic acid). Isolated yield 100.3%. As a reaction SMILES: [F:1][C:2]([F:34])([F:33])[C:3]([C:12]1[CH:29]=[CH:28][C:15]([O:16][C:17]2[CH:18]=[C:19]([C:24]([I:27])=[CH:25][N:26]=2)[C:20]([O:22]C)=[O:21])=[C:14]([CH2:30][CH2:31][CH3:32])[CH:13]=1)([O:8][CH2:9][O:10][CH3:11])[C:4]([F:7])([F:6])[F:5].[OH-].[Na+].Cl.C(=O)([O-])O.[Na+]>CO>[F:34][C:2]([F:1])([F:33])[C:3]([C:12]1[CH:29]=[CH:28][C:15]([O:16][C:17]2[CH:18]=[C:19]([C:24]([I:27])=[CH:25][N:26]=2)[C:20]([OH:22])=[O:21])=[C:14]([CH2:30][CH2:31][CH3:32])[CH:13]=1)([O:8][CH2:9][O:10][CH3:11])[C:4]([F:7])([F:6])[F:5] |f:1.2,4.5|. Procedure: To a solution of methyl 2-(4-(1,1,1,3,3,3-hexafluoro-2-(methoxymethoxy)propan-2-yl)-2-propylphenoxy)-5-iodoisonicotinate (450 mg, 0.741 mmol) in methanol (3.5 mL), 3N aqueous solution of sodium hydroxide (3.5 mL) was added and the resultant mixture was stirred at room temperature for 1 hour. After completion of the reaction, 5% aqueous solution of hydrochloric acid and a saturated aqueous solution of sodium hydrogen carbonate were added, extracted with chloroform/methanol, and the organic layer ... The reactants are [OH-].[Na+] (sodium hydroxide), [N+](=O)([O-])C1=CC=C(C=C1)O (4-nitrophenol), ClCCOS(=O)(=O)C1=CC=C(C=C1)C (β-chloroethyl-p-toluene sulfonate), [OH-].[Na+] (sodium hydroxide). The solvent is O (water), O (water). Reaction conditions: temperature 100 celsius. Yields the product ClCCOC1=CC=C(N)C=C1 (4-(2'-chloroethoxy)-aniline). RXN SMILES: [OH-].[Na+].[N+:3]([C:6]1[CH:11]=[CH:10][C:9]([OH:12])=[CH:8][CH:7]=1)([O-])=O.[Cl:13][CH2:14][CH2:15]OS(C1C=CC(C)=CC=1)(=O)=O>O>[Cl:13][CH2:14][CH2:15][O:12][C:9]1[CH:10]=[CH:11][C:6]([NH2:3])=[CH:7][CH:8]=1 |f:0.1|. Procedure: 42 grams (1.05 mole) of sodium hydroxide were dissolved in 75 milliliters of water, and 139 grams (1 mole) of 4-nitrophenol and 235 grams (1 mole) of β-chloroethyl-p-toluene sulfonate were added, while stirring. Subsequently the reaction mixture was heated at 100°C for 4 hours. After cooling, the mixture was made alkaline by means of a solution of sodium hydroxide of 33 % strength and was diluted with about 5 liters of water. The precipitated crystalline product was filtered off with suction, wa... Reactants: C(C)(C)(C)OC(=O)NCC(=O)N[C@H]1CN(CC1)CC1=CC=C(C=C1)Cl ((R)-3-(N-(tert-butoxycarbonyl)glycyl)amino-1-(4-chlorobenzyl)pyrrolidine), Cl (HCl). Run in CO (methanol), O1CCOCC1 (dioxane). Reaction conditions: time 2 hour. Product: NCC(=O)N[C@H]1CN(CC1)CC1=CC=C(C=C1)Cl ((R)-3-(glycyl)amino-1-(4-chlorobenzyl)pyrrolidine). The yield is 85.7%. As a reaction SMILES: C(OC([NH:8][CH2:9][C:10]([NH:12][C@@H:13]1[CH2:17][CH2:16][N:15]([CH2:18][C:19]2[CH:24]=[CH:23][C:22]([Cl:25])=[CH:21][CH:20]=2)[CH2:14]1)=[O:11])=O)(C)(C)C.Cl>CO.O1CCOCC1>[NH2:8][CH2:9][C:10]([NH:12][C@@H:13]1[CH2:17][CH2:16][N:15]([CH2:18][C:19]2[CH:20]=[CH:21][C:22]([Cl:25])=[CH:23][CH:24]=2)[CH2:14]1)=[O:11]. Reported procedure: To a solution of (R)-3-(N-(tert-butoxycarbonyl)glycyl)amino-1-(4-chlorobenzyl)pyrrolidine (5.39 g, 14.7 mmol) in methanol (60 mL) was added 4 N HCl in dioxane (38 mL). The solution was stirred at room temperature for 2 h. The reaction mixture was concentrated and 2 N NaOH solution (80 mL) was added. The mixture was extracted with dichloromethane (80 mL×3), and the combined extracts were dried over sodium sulfate and concentrated. Column chromatography (SiO2, AcOEt/EtOH/Et3N=90/5/5) gave (R)-3-(g... As a reaction SMILES: [CH2:17]([CH2:18][CH3:19])[CH:20]1[CH2:21][CH2:22][CH:23]([C:26](=[O:27])[OH:28])[CH2:24][CH2:25]1.[CH3:36][c:37]1[cH:38][cH:39][cH:40][cH:41][cH:42]1.[Cl-:16].[F:1][c:2]1[cH:3][c:4](-[c:9]2[cH:10][cH:11][c:12]([OH:15])[cH:13][cH:14]2)[cH:5][cH:6][c:7]1[F:8].[OH2:29].[cH:30]1[cH:31][cH:32][n:33][cH:34][cH:35]1>>[F:1][c:2]1[cH:3][c:4](-[c:9]2[cH:10][cH:11][c:12]([O:15][C:26]([CH:23]3[CH2:22][CH2:21][CH:20]([CH2:17][CH2:18][CH3:19])[CH2:25][CH2:24]3)=[O:27])[cH:13][cH:14]2)[cH:5][cH:6][c:7]1[F:8]. The reactants are CCCC1CCC(C(=O)O)CC1, Cc1ccccc1, [Cl-], Oc1ccc(-c2ccc(F)c(F)c2)cc1, O, c1ccncc1. Yields the product CCCC1CCC(C(=O)Oc2ccc(-c3ccc(F)c(F)c3)cc2)CC1. Starting materials: C(C)(C)(C)C=1OC2=C(N1)C=CC=C2C(=O)OC (methyl 2-tert-butylbenzoxazole-7-carboxylate), O.[OH-].[Li+] (lithium hydroxide monohydrate), Cl (HCl). Solvent: O1CCCC1.O (tetrahydrofuran water). Conditions: time 17 hour. Product: C(C)(C)(C)C=1OC2=C(N1)C=CC=C2C(=O)O (2-tert-butylbenzoxazole-7-carboxylic acid). Yield: 86.6%. RXN SMILES: [C:1]([C:5]1[O:6][C:7]2[C:13]([C:14]([O:16]C)=[O:15])=[CH:12][CH:11]=[CH:10][C:8]=2[N:9]=1)([CH3:4])([CH3:3])[CH3:2].O.[OH-].[Li+].Cl>O1CCCC1.O>[C:1]([C:5]1[O:6][C:7]2[C:13]([C:14]([OH:16])=[O:15])=[CH:12][CH:11]=[CH:10][C:8]=2[N:9]=1)([CH3:4])([CH3:2])[CH3:3] |f:1.2.3,5.6|. Procedure: A mixture of methyl 2-tert-butylbenzoxazole-7-carboxylate (0.41 g, 1.77 mmol), lithium hydroxide monohydrate (222 mg, 5.30 mmol) and tetrahydrofuran/water (5:1, 6 mL) was stirred at room temperature for 17 h. The reaction mixture was cooled to 0° C., adjusted to pH 2 using 1 N HCl, and then extracted with dichloromethane (2×200 mL). The combined organic phase was washed with brine (2×50 mL), dried (Na2SO4), filtered and concentrated to afford the desired 2-tert-butylbenzoxazole-7-carboxylic acid... Reactants: [BH4-], C1CCOC1, COC(=O)C(F)CN(Cc1ccccc1)Cc1ccccc1, [Li+]. Yields the product OCC(F)CN(Cc1ccccc1)Cc1ccccc1. Reaction SMILES: [BH4-:1].[CH2:25]1[O:26][CH2:27][CH2:28][CH2:29]1.[CH2:3]([c:4]1[cH:5][cH:6][cH:7][cH:8][cH:9]1)[N:10]([CH2:11][CH:12]([C:13](=[O:14])[O:15][CH3:16])[F:17])[CH2:18][c:19]1[cH:20][cH:21][cH:22][cH:23][cH:24]1.[Li+:2]>>[CH2:3]([c:4]1[cH:5][cH:6][cH:7][cH:8][cH:9]1)[N:10]([CH2:11][CH:12]([CH2:13][OH:14])[F:17])[CH2:18][c:19]1[cH:20][cH:21][cH:22][cH:23][cH:24]1.